Dataset: the Open Reaction Database (ORD), a public repository of structured organic reaction records. Task: describe an organic reaction: reactants, conditions, products, and yield Starting materials: COC(CC(F)(F)F)=O (3,3,3-trifluoro-propionic acid methyl ester), O.NN (hydrazine hydrate). The solvent is CO (methanol). Product: FC(CC(=O)NN)(F)F (3,3,3-Trifluoro-propionic acid hydrazide). The yield is 57.8%. As a reaction SMILES: C[O:2][C:3](=O)[CH2:4][C:5]([F:8])([F:7])[F:6].O.[NH2:11][NH2:12]>CO>[F:6][C:5]([F:8])([F:7])[CH2:4][C:3]([NH:11][NH2:12])=[O:2] |f:1.2|. Reported procedure: A solution of 3,3,3-trifluoro-propionic acid methyl ester (24.6 g, 173 mmol) in methanol (173 mL) was treated with hydrazine hydrate (8.4 mL, 173 mmol). The resulting mixture was then heated under reflux for 16 h and filtered. The filtrate was adsorbed on silica, evaporated and chromatographed (SiO2, dichloromethane:methanol=95:5 to 90:10). The title compound (14.2 g, 58%) was obtained as a white solid. MS: m/e=142.1 [M]+. The reactants are CN(C(=O)C1CC(C1)=O)C (N,N-dimethyl-3-oxocyclobutanecarboxamide), [H-].[H-].[H-].[H-].[Li+].[Al+3] (LAH). Run in C1CCOC1 (THF). Product: CN(C)CC1CC(C1)O (3-((dimethylamino)methyl)cyclobutanol). Yield: 57.3%. As a reaction SMILES: [CH3:1][N:2]([CH3:10])[C:3]([CH:5]1[CH2:8][C:7](=[O:9])[CH2:6]1)=O.[H-].[H-].[H-].[H-].[Li+].[Al+3]>C1COCC1>[CH3:1][N:2]([CH2:3][CH:5]1[CH2:8][CH:7]([OH:9])[CH2:6]1)[CH3:10] |f:1.2.3.4.5.6|. Procedure: To a solution of N,N-dimethyl-3-oxocyclobutanecarboxamide (700 mg, 5 mmol) in 20 mL of THF was added LAH (370 mg, 10 mmol, 2 eq) at 0° C. The mixture was heated at reflux for 2 h and cooled down. The reaction was quenched with 1 mL of water carefully and filtered. The filtrated was concentrated to afford the desired product as a brown oil (370 mg, 56%), which was used in the next step without further purification. MS: m/z 130.0 (M+H)+. Starting materials: ClC1=C(C=C(C=C1C)\C=N\[S@](=O)C(C)(C)C)C ((R)-2-Methyl-propane-2-sulfinic acid 1-(4-chloro-3,5-dimethyl-phenyl)-meth-(E)-ylideneamide), C1CCOC1 (THF). Reaction conditions: time 90 minute. The product is ClC1=C(C=C(C=C1C)[C@@H](CC)N[S@](=O)C(C)(C)C)C ((R)-2-Methyl-propane-2-sulfinic acid [(R)-1-(4-chloro-3,5-dimethyl-phenyl)-propyl]-amide). As a reaction SMILES: [Cl:1][C:2]1[C:7]([CH3:8])=[CH:6][C:5](/[CH:9]=[N:10]/[S@@:11]([C:13]([CH3:16])([CH3:15])[CH3:14])=[O:12])=[CH:4][C:3]=1[CH3:17].[CH2:18]1COC[CH2:19]1>>[Cl:1][C:2]1[C:3]([CH3:17])=[CH:4][C:5]([C@H:9]([NH:10][S@@:11]([C:13]([CH3:14])([CH3:16])[CH3:15])=[O:12])[CH2:18][CH3:19])=[CH:6][C:7]=1[CH3:8]. Reported procedure: In a separate flask a solution of INT 36 (3.5 g, 12.88 mmol) in THF (100 mL) was cooled in a dry ice bath under argon to −78° C. At this temperature the organozincate solution from above was added dropwise over a period of about 30 minutes. Stirring was continued for another 90 minutes before the resulting mixture was first quenched carefully with 10% ammonium chloride solution (40 mL), then water (50 mL). The reaction mixture was allowed to warm up to room temperature and was then extracted wit... The reactants are C1(=CC=CC=C1)C1(OC2=C(O1)C=CC(=C2)C#N)C2=CC=CC=C2 (2,2-Diphenyl-1,3-benzodioxol-5-carbonitrile), [Cl-].[NH4+] (ammonium chloride), [N-]=[N+]=[N-].[Na+] (sodium azide). The product is C1(=CC=CC=C1)C1(OC2=C(O1)C=CC(=C2)C2=NN=NN2)C2=CC=CC=C2 (5-(2,2-diphenyl-1,3-benzodioxol-5-yl)-1H-tetrazole). Isolated yield 70.1%. As a reaction SMILES: [C:1]1([C:7]2([C:18]3[CH:23]=[CH:22][CH:21]=[CH:20][CH:19]=3)[O:11][C:10]3[CH:12]=[CH:13][C:14]([C:16]#[N:17])=[CH:15][C:9]=3[O:8]2)[CH:6]=[CH:5][CH:4]=[CH:3][CH:2]=1.[Cl-].[NH4+].[N-:26]=[N+:27]=[N-:28].[Na+]>>[C:18]1([C:7]2([C:1]3[CH:6]=[CH:5][CH:4]=[CH:3][CH:2]=3)[O:11][C:10]3[CH:12]=[CH:13][C:14]([C:16]4[NH:28][N:27]=[N:26][N:17]=4)=[CH:15][C:9]=3[O:8]2)[CH:19]=[CH:20][CH:21]=[CH:22][CH:23]=1 |f:1.2,3.4|. Procedure: 2,2-Diphenyl-1,3-benzodioxol-5-carbonitrile (4.79 g) are heated at 160° C. for 5 hours with 1.71 g of ammonium chloride and 2.08 g of sodium azide. The reaction mixture is cooled to room temperature and partitioned at pH 3 between water and ethyl acetate. The organic phase is shaken with water and the pH value is adjusted to 10 with 1N aqueous sodium hydroxide solution. The aqueous phase (pH 10) is separated, shaken with ethyl acetate and the pH value is adjusted to 4. A white precipitate forms.... Yield: 101.9%. Product: Cl.C(C)(=O)NC=1SC=C(N1)CCC1=CC=C(CNC(=O)NN)C=C1 (N-(4-{2-[2-(acetylamino)-1,3-thiazol-4-yl]ethyl}benzyl)hydrazinecarboxamide hydrochloride). The reactants are C(C)(=O)NC=1SC=C(N1)CCC1=CC=C(CNC(=O)NNC(=O)OC(C)(C)C)C=C1 (tert-butyl 2-[(4-{2-[2-(acetylamino)-1,3-thiazol-4-yl]ethyl}benzyl)carbamoyl]hydrazinecarboxylate), O1CCOCC1.Cl (hydrogen chloride dioxane). Reaction SMILES: [C:1]([NH:4][C:5]1[S:6][CH:7]=[C:8]([CH2:10][CH2:11][C:12]2[CH:30]=[CH:29][C:15]([CH2:16][NH:17][C:18]([NH:20][NH:21]C(OC(C)(C)C)=O)=[O:19])=[CH:14][CH:13]=2)[N:9]=1)(=[O:3])[CH3:2].O1CCOCC1.[ClH:37]>ClCCl>[ClH:37].[C:1]([NH:4][C:5]1[S:6][CH:7]=[C:8]([CH2:10][CH2:11][C:12]2[CH:30]=[CH:29][C:15]([CH2:16][NH:17][C:18]([NH:20][NH2:21])=[O:19])=[CH:14][CH:13]=2)[N:9]=1)(=[O:3])[CH3:2] |f:1.2,4.5|. The solvent is ClCCl (dichloromethane). Procedure: To a suspension of tert-butyl 2-[(4-{2-[2-(acetylamino)-1,3-thiazol-4-yl]ethyl}benzyl)carbamoyl]hydrazinecarboxylate (281.8 mg, 0.65 mmol) in anhydrous dichloromethane (3.25 ml) was added 4M-hydrogen chloride dioxane solution (3.25 ml, 13.0 mmol). After stirring at room temperature for 1 hr, the reaction mixture was concentrated under reduced pressure. Ethyl acetate was added to the residue, and the mixture was concentrated again under reduced pressure. The operation was performed 3 times to rem... Run at time 1 hour.